This data is from the Open Reaction Database (ORD), a public repository of structured organic reaction records. The task is: describe an organic reaction: reactants, conditions, products, and yield Reactants: compound 51a, C(C)OC(C(CC(C)C)C=1C=C(C=C(C1)C1CN(CCC1)CC1=CC(=C(C=C1)OC)C(F)(F)F)C1=CC=C(C=C1)C(F)(F)F)=O (2-{5-[1-(4-Methoxy-3-trifluoromethyl-benzyl)-piperidin-3-yl]-4′-trifluoromethyl-biphenyl-3-yl}-4-methyl-pentanoic acid ethyl ester), [OH-].[K+] (KOH). Solvent: CCO (EtOH). Conditions: temperature 78 celsius. Yields the product COC1=C(C=C(CN2CC(CCC2)C=2C=C(C=C(C2)C2=CC=C(C=C2)C(F)(F)F)C(C(=O)O)CC(C)C)C=C1)C(F)(F)F (2-{5-[1-(4-Methoxy-3-trifluoromethyl-benzyl)-piperidin-3-yl]-4′-trifluoromethyl-biphenyl-3-yl}-4-methyl-pentanoic acid). RXN SMILES: C([O:3][C:4](=[O:45])[CH:5]([C:10]1[CH:11]=[C:12]([C:35]2[CH:40]=[CH:39][C:38]([C:41]([F:44])([F:43])[F:42])=[CH:37][CH:36]=2)[CH:13]=[C:14]([CH:16]2[CH2:21][CH2:20][CH2:19][N:18]([CH2:22][C:23]3[CH:28]=[CH:27][C:26]([O:29][CH3:30])=[C:25]([C:31]([F:34])([F:33])[F:32])[CH:24]=3)[CH2:17]2)[CH:15]=1)[CH2:6][CH:7]([CH3:9])[CH3:8])C.[OH-].[K+]>CCO>[CH3:30][O:29][C:26]1[CH:27]=[CH:28][C:23]([CH2:22][N:18]2[CH2:19][CH2:20][CH2:21][CH:16]([C:14]3[CH:15]=[C:10]([CH:5]([CH2:6][CH:7]([CH3:9])[CH3:8])[C:4]([OH:45])=[O:3])[CH:11]=[C:12]([C:35]4[CH:36]=[CH:37][C:38]([C:41]([F:42])([F:43])[F:44])=[CH:39][CH:40]=4)[CH:13]=3)[CH2:17]2)=[CH:24][C:25]=1[C:31]([F:34])([F:33])[F:32] |f:1.2|. Procedure: To compound 51a, 2-{5-[1-(4-Methoxy-3-trifluoromethyl-benzyl)-piperidin-3-yl]-4′-trifluoromethyl-biphenyl-3-yl}-4-methyl-pentanoic acid ethyl ester (62.0 mg, 0.10 mmol) in EtOH (5.0 ml) was added 2M KOH (0.50 ml, 1.0 mmol). The reaction was heated to 78° C. for 3 hour, cooled to room temperature, and concentrated in vacuo. Purification via Gilson HPLC, salt exchange with 1N HCl (aqueous) gave the product as a white lyophilate, (45.5 mg, 71%). 1H NMR (300 MHz, MeOD) δ ppm 0.95 (d, J=6.41 Hz, 6 H)... Reactants: C1CCOC1, Cc1nc2c(C#N)cc(N3CCOCC3)cc2n1Cc1cccc2ccccc12, [K+], [OH-], O, OO. Yields the product Cc1nc2c(C(N)=O)cc(N3CCOCC3)cc2n1Cc1cccc2ccccc12. Reaction SMILES: [CH2:35]1[O:36][CH2:37][CH2:38][CH2:39]1.[CH3:3][c:4]1[n:5][c:6]2[c:7]([n:8]1[CH2:9][c:10]1[cH:11][cH:12][cH:13][c:14]3[cH:15][cH:16][cH:17][cH:18][c:19]13)[cH:20][c:21]([N:26]1[CH2:27][CH2:28][O:29][CH2:30][CH2:31]1)[cH:22][c:23]2[C:24]#[N:25].[K+:2].[OH-:1].[OH2:34].[OH:32][OH:33]>>[O:1]=[C:24]([c:23]1[c:6]2[n:5][c:4]([CH3:3])[n:8]([CH2:9][c:10]3[cH:11][cH:12][cH:13][c:14]4[cH:15][cH:16][cH:17][cH:18][c:19]34)[c:7]2[cH:20][c:21]([N:26]2[CH2:27][CH2:28][O:29][CH2:30][CH2:31]2)[cH:22]1)[NH2:25]. Reactants: O (Water), C[Si](N[Si](C)(C)C)(C)C.[K] (potassium hexamethyldisilazane), C(C)OC(=O)C1=CNC2=NC(=CC=C2C1=O)C (7-Methyl-4-oxo-1,4-dihydro-[1,8]naphthyridine-3-carboxylic acid ethyl ester), BrC1=NC(=CC=C1)CBr (2-Bromo-6-bromomethyl-pyridine). The solvent is C(C)(=O)OCC (ethyl acetate), O1CCCC1 (tetrahydrofuran). Reaction conditions: time 15 minute. The product is C(C)OC(=O)C1=CN(C2=NC(=CC=C2C1=O)C)CC1=NC(=CC=C1)Br (1-(6-Bromo-pyridin-2-ylmethyl)-7-methyl-4-oxo-1,4-dihydro-[1,8]naphthyridine-3-carboxylic acid ethyl ester). Yield: 14.3%. RXN SMILES: C[Si](C)(C)N[Si](C)(C)C.[K].[CH2:11]([O:13][C:14]([C:16]1[C:25](=[O:26])[C:24]2[C:19](=[N:20][C:21]([CH3:27])=[CH:22][CH:23]=2)[NH:18][CH:17]=1)=[O:15])[CH3:12].[Br:28][C:29]1[CH:34]=[CH:33][CH:32]=[C:31]([CH2:35]Br)[N:30]=1.O>O1CCCC1.C(OCC)(=O)C>[CH2:11]([O:13][C:14]([C:16]1[C:25](=[O:26])[C:24]2[C:19](=[N:20][C:21]([CH3:27])=[CH:22][CH:23]=2)[N:18]([CH2:35][C:31]2[CH:32]=[CH:33][CH:34]=[C:29]([Br:28])[N:30]=2)[CH:17]=1)=[O:15])[CH3:12] |f:0.1,^1:9|. Procedure details: 25.6 mL of potassium hexamethyldisilazane (12.91 mmol, 0.5 M in tolene) was added to 2.5 g (10.76 mmol) of 7-Methyl-4-oxo-1,4-dihydro-[1,8]naphthyridine-3-carboxylic acid ethyl ester dissolved in 22 mL of tetrahydrofuran and was stirred at room temperature for 15 minutes. 3.24 g (12.91 mmol) of 2-Bromo-6-bromomethyl-pyridine was added and stirred at room temperature for 2.5 h. Water and ethyl acetate were added and the layers separated. The aqueous layer was extracted with ethyl acetate (3×50 mL... Reactants: [Al+3], O=C([O-])C(O)C(O)C(=O)[O-], CC1(C)Cc2nc(C3CCCC3)c(C(=O)c3ccc(C(F)(F)F)cc3)c(C3CCCCC3)c2C(O[Si](C)(C)C(C)(C)C)C1, C1CCOC1, [H-], [H-], [H-], [H-], [K+], [Li+], [Na+]. The product is CC1(C)Cc2nc(C3CCCC3)c(C(O)c3ccc(C(F)(F)F)cc3)c(C3CCCCC3)c2C(O[Si](C)(C)C(C)(C)C)C1. RXN SMILES: [Al+3:2].[C:50]([CH:51]([CH:52]([C:53]([O-:54])=[O:55])[OH:56])[OH:57])([O-:58])=[O:59].[C:7]([CH3:8])([CH3:9])([CH3:10])[Si:11]([O:12][CH:13]1[c:14]2[c:15]([CH:42]3[CH2:43][CH2:44][CH2:45][CH2:46][CH2:47]3)[c:16]([C:30](=[O:31])[c:32]3[cH:33][cH:34][c:35]([C:38]([F:39])([F:40])[F:41])[cH:36][cH:37]3)[c:17]([CH:25]3[CH2:26][CH2:27][CH2:28][CH2:29]3)[n:18][c:19]2[CH2:20][C:21]([CH3:23])([CH3:24])[CH2:22]1)([CH3:48])[CH3:49].[CH2:62]1[O:63][CH2:64][CH2:65][CH2:66]1.[H-:1].[H-:4].[H-:5].[H-:6].[K+:60].[Li+:3].[Na+:61]>>[C:7]([CH3:8])([CH3:9])([CH3:10])[Si:11]([O:12][CH:13]1[c:14]2[c:15]([CH:42]3[CH2:43][CH2:44][CH2:45][CH2:46][CH2:47]3)[c:16]([CH:30]([OH:31])[c:32]3[cH:33][cH:34][c:35]([C:38]([F:39])([F:40])[F:41])[cH:36][cH:37]3)[c:17]([CH:25]3[CH2:26][CH2:27][CH2:28][CH2:29]3)[n:18][c:19]2[CH2:20][C:21]([CH3:23])([CH3:24])[CH2:22]1)([CH3:48])[CH3:49]. Starting materials: Cc1ccc(C(C)NC(=O)C2CC2c2ccccc2)nc1, CS(C)=O, Cl, CC(N)c1ccc(C(F)(F)F)nc1. The product is CC(NC(=O)C1CC1c1ccccc1)c1ccc(C(F)(F)F)nc1. RXN SMILES: [CH3:1][c:2]1[cH:3][cH:4][c:5]([CH:6]([NH:7][C:11](=[O:12])[CH:13]2[CH:14]([c:16]3[cH:17][cH:18][cH:19][cH:20][cH:21]3)[CH2:15]2)[CH3:8])[n:9][cH:10]1.[CH3:36][S:37]([CH3:38])=[O:39].[ClH:22].[F:23][C:24]([c:25]1[cH:26][cH:27][c:28]([CH:31]([CH3:32])[NH2:33])[cH:29][n:30]1)([F:34])[F:35]>>[C:11](=[O:12])([CH:13]1[CH:14]([c:16]2[cH:17][cH:18][cH:19][cH:20][cH:21]2)[CH2:15]1)[NH:33][CH:31]([c:28]1[cH:27][cH:26][c:25]([C:24]([F:23])([F:34])[F:35])[n:30][cH:29]1)[CH3:32]. Starting materials: COc1ccc2c(C=O)c[nH]c2c1, COc1cc(C(C)=O)cc(OC)c1OC. The product is COc1ccc2c(C=CC(=O)c3cc(OC)c(OC)c(OC)c3)c[nH]c2c1. Reaction SMILES: [CH3:16][O:17][c:18]1[cH:19][cH:20][c:21]2[c:22]([CH:27]=[O:28])[cH:23][nH:24][c:25]2[cH:26]1.[CH3:1][O:2][c:3]1[cH:4][c:5]([C:13]([CH3:14])=[O:15])[cH:6][c:7]([O:11][CH3:12])[c:8]1[O:9][CH3:10]>>[CH3:1][O:2][c:3]1[cH:4][c:5]([C:13]([CH:14]=[CH:27][c:22]2[c:21]3[cH:20][cH:19][c:18]([O:17][CH3:16])[cH:26][c:25]3[nH:24][cH:23]2)=[O:15])[cH:6][c:7]([O:11][CH3:12])[c:8]1[O:9][CH3:10]. The reactants are C([O-])(O)=O.[Na+] (sodium bicarbonate), OC[C@@H]1C[C@@H](CCC1)C(=O)OC(C)C (isopropyl (1R,3S)-3-hydroxymethylcyclohexanecarboxylate), O1CCCC=C1 (dihydropyran), O.C=1(C(=CC=CC1)S(=O)(=O)O)C (toluenesulfonic acid monohydrate). The solvent is ClCCl (dichloromethane). Run at time 8 hour. The product is O1C(CCCC1)OC[C@@H]1C[C@@H](CCC1)C(=O)OC(C)C (Isopropyl (1R,3S)-3-(tetrahydropyran-2-yloxymethyl)cyclohexanecarboxylate). RXN SMILES: [OH:1][CH2:2][C@H:3]1[CH2:8][CH2:7][CH2:6][C@@H:5]([C:9]([O:11][CH:12]([CH3:14])[CH3:13])=[O:10])[CH2:4]1.[O:15]1[CH:20]=[CH:19][CH2:18][CH2:17][CH2:16]1.O.C1(C)C(S(O)(=O)=O)=CC=CC=1.C(=O)(O)[O-].[Na+]>ClCCl>[O:15]1[CH2:20][CH2:19][CH2:18][CH2:17][CH:16]1[O:1][CH2:2][C@H:3]1[CH2:8][CH2:7][CH2:6][C@@H:5]([C:9]([O:11][CH:12]([CH3:14])[CH3:13])=[O:10])[CH2:4]1 |f:2.3,4.5|. Procedure: 100 g of isopropyl (1R,3S)-3-hydroxymethylcyclohexanecarboxylate and 46.2 g of dihydropyran are dissolved in 500 ml of dichloromethane and, at 0° C., 4.75 g of toluenesulfonic acid monohydrate are added. The solution is stirred overnight and then sat. sodium bicarbonate solution is added. The organic phase is separated off, diluted with MTBE and washed with sat. sodium chloride solution, dried over MgSO4 and concentrated, resulting in 140 g of isopropyl (1R,3S)-3-(tetrahydropyran-2-yloxymethyl)c... Reactants: CC1=C(N=C(O1)C1=CC=C(C=C1)C)CCOC1=CC=C(C=C1)C[C@@H](C(=O)OCC)NCC1=CC=C(C=C1)F (Ethyl(S)-3-[4-[2-[5-methyl-2-(4-methylphenyl)-1,3-oxazol-4-yl]ethoxy]phenyl]-2-(4-fluorobenzylamino)propionate), FC1=C(C=O)C=CC=C1F (2,3-difluorobenzaldehyde). Product: CC1=C(N=C(O1)C1=CC=CC=C1)CCOC1=CC=C(C=C1)C[C@@H](C(=O)OC)NCC1=C(C(=CC=C1)F)F (Methyl(S)-3-[4-[2-(5-methyl-2-phenyl-1,3-oxazol-4-yl)ethoxy]phenyl]-2-(2,3-difluorobenzylamino)propionate). Reaction SMILES: [CH3:1][C:2]1[O:6][C:5]([C:7]2[CH:12]=[CH:11][C:10](C)=[CH:9][CH:8]=2)=[N:4][C:3]=1[CH2:14][CH2:15][O:16][C:17]1[CH:22]=[CH:21][C:20]([CH2:23][C@H:24]([NH:30][CH2:31]C2C=CC(F)=CC=2)[C:25]([O:27][CH2:28]C)=[O:26])=[CH:19][CH:18]=1.[F:39][C:40]1[C:47]([F:48])=[CH:46][CH:45]=[CH:44][C:41]=1C=O>>[CH3:1][C:2]1[O:6][C:5]([C:7]2[CH:12]=[CH:11][CH:10]=[CH:9][CH:8]=2)=[N:4][C:3]=1[CH2:14][CH2:15][O:16][C:17]1[CH:22]=[CH:21][C:20]([CH2:23][C@H:24]([NH:30][CH2:31][C:46]2[CH:45]=[CH:44][CH:41]=[C:40]([F:39])[C:47]=2[F:48])[C:25]([O:27][CH3:28])=[O:26])=[CH:19][CH:18]=1. Procedure details: In the same manner as in Example 7, 253.2 mg of the title compound was obtained as colorless oil from 510.0 mg of Referential Compound 3 and 191 μL of 2,3-difluorobenzaldehyde.